Dataset: the Open Reaction Database (ORD), a public repository of structured organic reaction records. Task: describe an organic reaction: reactants, conditions, products, and yield RXN SMILES: [C:1]([CH3:2])(=[O:3])[O:4][c:5]1[c:6]([CH3:14])[c:7]([C:8](=[O:9])[OH:10])[cH:11][cH:12][cH:13]1.[ClH:19].[S:15]([Cl:16])([Cl:17])=[O:18].[c:20]1([CH3:21])[c:22]([CH3:23])[cH:24][cH:25][cH:26][cH:27]1>>[C:1]([CH3:2])(=[O:3])[O:4][c:5]1[c:6]([CH3:14])[c:7]([C:8](=[O:9])[Cl:17])[cH:11][cH:12][cH:13]1. Yields the product CC(=O)Oc1cccc(C(=O)Cl)c1C. Starting materials: CC(=O)Oc1cccc(C(=O)O)c1C, Cl, O=S(Cl)Cl, Cc1ccccc1C. Starting materials: C(C(=C)C)(=O)OC (Methyl methacrylate), BrCCCCCCCCCCCO (11-bromoundecanol), O (water). Reagents/catalysts: CC([O-])C.CC([O-])C.CC([O-])C.CC([O-])C.[Ti+4] (titanium tetraisopropoxide). Run at time 3 hour. The product is C(C(=C)C)(=O)OCCCCCCCCCCCBr (11-bromoundecyl methacrylate). The yield is 91.0%. Reaction SMILES: [C:1]([O:6][CH3:7])(=[O:5])[C:2]([CH3:4])=[CH2:3].[Br:8][CH2:9][CH2:10][CH2:11][CH2:12][CH2:13][CH2:14][CH2:15][CH2:16][CH2:17][CH2:18]CO.O>CC(C)[O-].CC(C)[O-].CC(C)[O-].CC(C)[O-].[Ti+4]>[C:1]([O:6][CH2:7][CH2:18][CH2:17][CH2:16][CH2:15][CH2:14][CH2:13][CH2:12][CH2:11][CH2:10][CH2:9][Br:8])(=[O:5])[C:2]([CH3:4])=[CH2:3] |f:3.4.5.6.7|. Procedure details: Methyl methacrylate (1.15 L, stabilised with 50 ppm of BHT), 11-bromoundecanol (200 g, 0.8 mole) and titanium tetraisopropoxide (11.4 g, 0.04 mole) are mixed together. A constant slow stream of dry air is bubbled through the reaction mixture during the reaction. The reaction mixture is heated under gentle reflux for 1 hour (internal temperature 90°). After this reflux period the methyl methacrylate/methanol azeotrope is removed under atmospheric distillation. During this time the internal temper... Reactants: BrN1C(CCC1=O)=O (N-bromosuccinimide), Br (hydrobromic acid), C(C1=CC=CC=C1)(=O)C(C(=O)OCC)CC(=C)Br (ethyl 2-benzoyl-4-bromo-4-pentenoate), S(=S)(=O)([O-])[O-].[Na+].[Na+] (sodium thiosulfate). Solvent: C(C)#N (acetonitrile), O (water), C(C)OCC (diethyl ether). Reaction conditions: time 40 minute. The product is C(C1=CC=CC=C1)(=O)C(C(=O)OCC)=CC(CBr)=O (ethyl 2-benzoyl-5-bromo-4-oxopentenoate). Yield: 58.0%. RXN SMILES: BrN1C(=[O:7])CCC1=O.[BrH:9].[C:10]([CH:18]([CH2:24][C:25](Br)=[CH2:26])[C:19]([O:21][CH2:22][CH3:23])=[O:20])(=[O:17])[C:11]1[CH:16]=[CH:15][CH:14]=[CH:13][CH:12]=1.S([O-])([O-])(=O)=S.[Na+].[Na+]>C(#N)C.O.C(OCC)C>[C:10]([C:18](=[CH:24][C:25](=[O:7])[CH2:26][Br:9])[C:19]([O:21][CH2:22][CH3:23])=[O:20])(=[O:17])[C:11]1[CH:16]=[CH:15][CH:14]=[CH:13][CH:12]=1 |f:3.4.5|. Reported procedure: N-bromosuccinimide (0.95 g, 5.3 mmol) and a drop of hydrobromic acid were added to a solution of ethyl 2-benzoyl-4-bromo-4-pentenoate (1.5 g, 4.82 mmol) in acetonitrile (16 ml) and water (4 ml), followed by stirring at room temperature for 3 hours and 40 minutes. The reaction mixture was diluted with diethyl ether, and a 5% aqueous sodium thiosulfate solution was added to separate the mixture into layers. The organic layer was washed twice with a saturated aqueous sodium hydrogencarbonate soluti... Conditions: temperature 40 celsius. Product: NCC=1C=C(C=2C=NN(C2C1)C1CCCC1)C(=O)NCC=1C(NC(=CC1C)C)=O (6-(aminomethyl)-1-cyclopentyl-N-[(4,6-dimethyl-2-oxo-1,2-dihydro-3-pyridinyl)methyl]-1H-indazole-4-carboxamide). Procedure: 6-cyano-1-cyclopentyl-N-[(4,6-dimethyl-2-oxo-1,2-dihydro-3-pyridinyl)methyl]-1H-indazole-4-carboxamide (0.10 g, 0.257 mmol) was suspended in acetic acid (8 mL). The contents were placed heated at 40° C. under an atmosphere of hydrogen (50 psi; H-cube reactor) at a flow rate of 1 mL/min with recirculation 2 h. Then contents were diluted with MeOH, concentrated in vacuo, and dried under hi vacuum for 18 h. The crude product was dissolved in DCM and purified by silica gel chromatography (eluent: 10... Reactants: C(#N)C=1C=C(C=2C=NN(C2C1)C1CCCC1)C(=O)NCC=1C(NC(=CC1C)C)=O (6-cyano-1-cyclopentyl-N-[(4,6-dimethyl-2-oxo-1,2-dihydro-3-pyridinyl)methyl]-1H-indazole-4-carboxamide). Run in C(C)(=O)O (acetic acid), CO (MeOH). Reaction SMILES: [C:1]([C:3]1[CH:4]=[C:5]([C:17]([NH:19][CH2:20][C:21]2[C:22](=[O:29])[NH:23][C:24]([CH3:28])=[CH:25][C:26]=2[CH3:27])=[O:18])[C:6]2[CH:7]=[N:8][N:9]([CH:12]3[CH2:16][CH2:15][CH2:14][CH2:13]3)[C:10]=2[CH:11]=1)#[N:2]>C(O)(=O)C.CO>[NH2:2][CH2:1][C:3]1[CH:4]=[C:5]([C:17]([NH:19][CH2:20][C:21]2[C:22](=[O:29])[NH:23][C:24]([CH3:28])=[CH:25][C:26]=2[CH3:27])=[O:18])[C:6]2[CH:7]=[N:8][N:9]([CH:12]3[CH2:13][CH2:14][CH2:15][CH2:16]3)[C:10]=2[CH:11]=1.